This data is from the Open Reaction Database (ORD), a public repository of structured organic reaction records. The task is: describe an organic reaction: reactants, conditions, products, and yield Reactants: O1C(CCCC1)N1N=C(C2=CC(=CC=C12)C1=NN(C=N1)C(C1=CC=CC=C1)(C1=CC=CC=C1)C1=CC=CC=C1)C=1C=C(C=CC1)NC(=O)C1=NC=CC=C1 (N-(3-{1-Perhydro-2H-pyran-2-yl-5-[1-(triphenylmethyl)(1,2,4-triazol-3-yl)](1H-indazol-3-yl)}phenyl)-2-pyridylcarboxamide). Solvent: Cl (HCl), O1CCOCC1 (1,4-dioxane). Conditions: time 8 hour. Yields the product N1N=C(N=C1)C=1C=C2C(=NNC2=CC1)C=1C=C(C=CC1)NC(=O)C1=NC=CC=C1 (N-[3-(5-(1H-1,2,4-Triazol-3-yl)(1H-indazol-3-yl))phenyl]-2-pyridylcarboxamide). Isolated yield 39.0%. As a reaction SMILES: O1CCCCC1[N:7]1[C:15]2[C:10](=[CH:11][C:12]([C:16]3[N:20]=[CH:19][N:18](C(C4C=CC=CC=4)(C4C=CC=CC=4)C4C=CC=CC=4)[N:17]=3)=[CH:13][CH:14]=2)[C:9]([C:40]2[CH:41]=[C:42]([NH:46][C:47]([C:49]3[CH:54]=[CH:53][CH:52]=[CH:51][N:50]=3)=[O:48])[CH:43]=[CH:44][CH:45]=2)=[N:8]1>Cl.O1CCOCC1>[NH:18]1[CH:19]=[N:20][C:16]([C:12]2[CH:11]=[C:10]3[C:15](=[CH:14][CH:13]=2)[NH:7][N:8]=[C:9]3[C:40]2[CH:41]=[C:42]([NH:46][C:47]([C:49]3[CH:54]=[CH:53][CH:52]=[CH:51][N:50]=3)=[O:48])[CH:43]=[CH:44][CH:45]=2)=[N:17]1. Reported procedure: [N-(3-{1-Perhydro-2H-pyran-2-yl-5-[1-(triphenylmethyl)(1,2,4-triazol-3-yl)](1H-indazol-3-yl)}phenyl)-2-pyridylcarboxamide was dissolved in 4 mL of 4.0 N HCl in 1,4-dioxane and the reaction was stirred at room temperature overnight. After neutralization with aqueous NaHCO3, the crude product was extracted with ethyl acetate and purified by preparative HPLC. (0.037 g, 39% yield over 2 steps): 1H NMR (CD3OD) δ 8.81 (s, 1H), 8.76 (dt, 1H), 8.55 (t, 1H), 8.45 (br s, 1H), 8.25 (dt, 1H), 8.12 (dd, 1H),... Starting materials: solution, C(CCC)[Li] (n-butyllithium), [Br-].OC1=C(C[P+](C2=CC=CC=C2)(C2=CC=CC=C2)C2=CC=CC=C2)C=CC=C1 ((2-hydroxybenzyl)triphenylphosphonium bromide), C(C)OC(CC1(CC1)CCC(CCC1=CC=C(C(=O)OC)C=C1)C=O)=O (methyl 4-{5-[1-(2-ethoxy-2-oxoethyl)cyclopropyl]-3-formylpentyl}benzoate), [Cl-].[NH4+] (ammonium chloride). Solvent: CCCCCC (hexane), C1CCOC1 (THF). Run at time 45 minute. Yields the product C(C)OC(CC1(CC1)CCC(CCC1=CC=C(C(=O)OC)C=C1)\C=C\C1=C(C=CC=C1)O)=O (Methyl 4-[(4E)-3-{2-[1-(2-ethoxy-2-oxoethyl)cyclopropyl]ethyl}-5-(2-hydroxyphenyl)pent-4-en-1-yl]benzoate). As a reaction SMILES: C([Li])CCC.[Br-].[OH:7][C:8]1[CH:33]=[CH:32][CH:31]=[CH:30][C:9]=1[CH2:10][P+](C1C=CC=CC=1)(C1C=CC=CC=1)C1C=CC=CC=1.[CH2:34]([O:36][C:37](=[O:59])[CH2:38][C:39]1([CH2:42][CH2:43][CH:44]([CH:57]=O)[CH2:45][CH2:46][C:47]2[CH:56]=[CH:55][C:50]([C:51]([O:53][CH3:54])=[O:52])=[CH:49][CH:48]=2)[CH2:41][CH2:40]1)[CH3:35].[Cl-].[NH4+]>CCCCCC.C1COCC1>[CH2:34]([O:36][C:37](=[O:59])[CH2:38][C:39]1([CH2:42][CH2:43][CH:44](/[CH:57]=[CH:10]/[C:9]2[CH:30]=[CH:31][CH:32]=[CH:33][C:8]=2[OH:7])[CH2:45][CH2:46][C:47]2[CH:56]=[CH:55][C:50]([C:51]([O:53][CH3:54])=[O:52])=[CH:49][CH:48]=2)[CH2:41][CH2:40]1)[CH3:35] |f:1.2,4.5|. Procedure: At 0° C., 0.6 ml (1.5 mmol) of a 2.5 M solution of n-butyllithium in hexane is slowly added to a solution of 359 mg (0.799 mmol) of (2-hydroxybenzyl)triphenylphosphonium bromide in 5 ml of anhydrous THF, and the mixture is stirred for 45 min. At this temperature, 192 mg (0.53 mmol) of methyl 4-{5-[1-(2-ethoxy-2-oxoethyl)cyclopropyl]-3-formylpentyl}benzoate are then added slowly, and the mixture is stirred at 0° C. for 2 hours. After complete conversion, saturated ammonium chloride solution is ad... Solvent: C(C)O (ethanol), O (water). The product is C(C)OC(=O)C(CC=1C2=C(OC1C)C(=CC=C2)[N+](=O)[O-])C(C)=O (3-(2-ethoxycarbonyl-3-oxobutyl)-2-methyl-7-nitrobenzo[b]furan). Procedure: To a solution of sodium (52 mg) in ethanol (5 ml) was added ethyl acetoacetate (293 mg) and 3-chloromethyl-2-methyl-7-nitrobenzo[b]furan (339 mg). The mixture was stirred at 60° C. for 3 hours, cooled and poured into cold water. The pH of the aqueous solution was adjusted to 3 with 1N-hydrochloric acid and the separated oil was extracted with dichloromethane. The extract was washed with brine, dried over sodium sulfate and concentrated in vacuo. The residue was purified by column chromatography ... Isolated yield 42.7%. Run at temperature 60 celsius, time 3 hour. As a reaction SMILES: [Na].[C:2]([O:8][CH2:9][CH3:10])(=[O:7])[CH2:3][C:4]([CH3:6])=[O:5].Cl[CH2:12][C:13]1[C:14]2[CH:22]=[CH:21][CH:20]=[C:19]([N+:23]([O-:25])=[O:24])[C:15]=2[O:16][C:17]=1[CH3:18].Cl>C(O)C.O>[CH2:9]([O:8][C:2]([CH:3]([C:4](=[O:5])[CH3:6])[CH2:12][C:13]1[C:14]2[CH:22]=[CH:21][CH:20]=[C:19]([N+:23]([O-:25])=[O:24])[C:15]=2[O:16][C:17]=1[CH3:18])=[O:7])[CH3:10] |^1:0|. Starting materials: [Na] (sodium), C(CC(=O)C)(=O)OCC (ethyl acetoacetate), ClCC=1C2=C(OC1C)C(=CC=C2)[N+](=O)[O-] (3-chloromethyl-2-methyl-7-nitrobenzo[b]furan), Cl (hydrochloric acid). The reactants are BrBr (Bromine), ClC1=CC=C(C=C1)C(CCCCC)=O (4'-chlorohexanophenone). Yields the product BrC(C(=O)C1=CC=C(C=C1)Cl)CCCC (2-bromo-4'-chlorohexanophenone). RXN SMILES: [Br:1]Br.[Cl:3][C:4]1[CH:9]=[CH:8][C:7]([C:10](=[O:16])[CH2:11][CH2:12][CH2:13][CH2:14][CH3:15])=[CH:6][CH:5]=1>C(OCC)C>[Br:1][CH:11]([CH2:12][CH2:13][CH2:14][CH3:15])[C:10]([C:7]1[CH:6]=[CH:5][C:4]([Cl:3])=[CH:9][CH:8]=1)=[O:16]. The solvent is C(C)OCC (diethyl ether). Procedure details: Bromine (0.02 mol) was added dropwise to a stirred solution of 4'-chlorohexanophenone (0.02 mol) in dry diethyl ether (20 ml) at 10°-20° over one hour. The ether was then removed in vacuo from the reaction mixture to leave a pale-yellow liquid which on distillation gave 2-bromo-4'-chlorohexanophenone, b.p. 124°-126°/0.04 mm Hg. Starting materials: C(C1=CC=CC=C1)OC1=C(C=2CCC(CC2C=C1)N=[N+]=[N-])C(=O)N (2-benzyloxy-6-azido-5,6,7,8-tetrahydro-1-naphthalenecarboxamide). The reagents and catalysts are [Pd] (palladium-on-carbon). The solvent is C(C)O (ethanol). The product is OC1=C(C=2CCC(CC2C=C1)N)C(=O)N (2-hydroxy-6-amino-5,6,7,8-tetrahydro-1-naphthalenecarboxamide). As a reaction SMILES: C([O:8][C:9]1[CH:18]=[CH:17][C:16]2[CH2:15][CH:14]([N:19]=[N+]=[N-])[CH2:13][CH2:12][C:11]=2[C:10]=1[C:22]([NH2:24])=[O:23])C1C=CC=CC=1>[Pd].C(O)C>[OH:8][C:9]1[CH:18]=[CH:17][C:16]2[CH2:15][CH:14]([NH2:19])[CH2:13][CH2:12][C:11]=2[C:10]=1[C:22]([NH2:24])=[O:23]. Procedure: A solution was prepared by dissolving 0.7 g. of dl-2-benzyloxy-6-azido-5,6,7,8-tetrahydro-1-naphthalenecarboxamide in 50 ml. of ethanol. The solution was placed in a low pressure hydrogenation apparatus and hydrogenated over a palladium-on-carbon catalyst at about 60 psi. After the theoretical quantity of hydrogen had been absorbed, the hydrogenation mixture was removed from the apparatus and the catalyst separated by filtration. Evaporation of the solvent from the filtrate yielded dl-2-hydroxy-... Solvent: COCC(C)O (propylene glycol monomethyl ether). The product is C(C)(C)(C)OC1=CC=C(C=C)C=C1.C=CC1=CC=CC=C1 (p-tert-butoxy styrene styrene). Reaction conditions: time 9 hour. RXN SMILES: [C:1]([O:5][C:6]1[CH:13]=[CH:12][C:9]([CH:10]=[CH2:11])=[CH:8][CH:7]=1)([CH3:4])([CH3:3])[CH3:2].[CH2:14]=[CH:15][C:16]1[CH:21]=[CH:20][CH:19]=[CH:18][CH:17]=1.N(C(C)(C)C#N)=NC(C)(C)C#N>COCC(O)C>[C:1]([O:5][C:6]1[CH:7]=[CH:8][C:9]([CH:10]=[CH2:11])=[CH:12][CH:13]=1)([CH3:4])([CH3:2])[CH3:3].[CH2:14]=[CH:15][C:16]1[CH:21]=[CH:20][CH:19]=[CH:18][CH:17]=1 |f:4.5|. Starting materials: C(C)(C)(C)OC1=CC=C(C=C)C=C1 (p-tert-Butoxystyrene), C=CC1=CC=CC=C1 (styrene), N(=NC(C#N)(C)C)C(C#N)(C)C (azobisisobutyronitrile). Isolated yield 188.5%. Procedure details: p-tert-Butoxystyrene (100 g), 19.7 g of styrene, 8.1 g of azobisisobutyronitrile and 2.5 g of tert-dodecylmercaptane were dissolved in 180 g of propylene glycol monomethyl ether, and the polymerization reaction was performed at 80° C. for 9 hours. The polymerization solution was purified by reprecipitation with methanol to obtain 100 g of a p-tert-butoxy styrene/styrene copolymer (Mw: 72,00, Mw/Mn: 1.80). Subsequently, this copolymer and 50 g of 10 mass % aqueous sulfuric acid were dissolved in ... Starting materials: CCOc1cc(C(=O)OC)n(C)n1, CO, [Na+], [OH-]. Product: CCOc1cc(C(=O)O)n(C)n1. As a reaction SMILES: [CH2:1]([CH3:2])[O:3][c:4]1[n:5][n:6]([CH3:13])[c:7]([C:9](=[O:10])[O:11][CH3:12])[cH:8]1.[CH3:16][OH:17].[Na+:15].[OH-:14]>>[CH2:1]([CH3:2])[O:3][c:4]1[n:5][n:6]([CH3:13])[c:7]([C:9](=[O:10])[OH:11])[cH:8]1.